Dataset: the Open Reaction Database (ORD), a public repository of structured organic reaction records. Task: describe an organic reaction: reactants, conditions, products, and yield The reactants are [BH4-], CO, O=C1C2CC3CC1CN(C3)C2, [Na+]. Yields the product OC1C2CC3CC1CN(C3)C2. RXN SMILES: [BH4-:1].[CH3:14][OH:15].[N:3]12[CH2:4][CH:5]3[C:6](=[O:13])[CH:7]([CH2:8][CH:9]([CH2:10]1)[CH2:11]3)[CH2:12]2.[Na+:2]>>[N:3]12[CH2:4][CH:5]3[CH:6]([OH:13])[CH:7]([CH2:8][CH:9]([CH2:10]1)[CH2:11]3)[CH2:12]2. RXN SMILES: [C:54](=[O:55])([O-:56])[O-:57].[CH3:1][c:2]1[cH:3][cH:4][c:5]([CH2:8][O:9][c:10]2[c:11]([O:35][CH2:36][CH2:37][CH2:38][Cl:39])[cH:12][c:13]([C:14](=[O:15])[c:16]3[cH:17][n:18]([CH2:25][CH2:26][CH2:27][C:28](=[O:29])[O:30][CH2:31][CH3:32])[c:19]4[cH:20][cH:21][cH:22][cH:23][c:24]34)[cH:33][cH:34]2)[cH:6][cH:7]1.[CH3:40][O:41][c:42]1[c:43]([N:48]2[CH2:49][CH2:50][NH:51][CH2:52][CH2:53]2)[cH:44][cH:45][cH:46][cH:47]1.[CH3:62][N:63]([CH3:64])[CH:65]=[O:66].[I-:61].[K+:58].[K+:59].[K+:60].[OH2:67]>>[CH3:1][c:2]1[cH:3][cH:4][c:5]([CH2:8][O:9][c:10]2[c:11]([O:35][CH2:36][CH2:37][CH2:38][N:51]3[CH2:50][CH2:49][N:48]([c:43]4[c:42]([O:41][CH3:40])[cH:47][cH:46][cH:45][cH:44]4)[CH2:53][CH2:52]3)[cH:12][c:13]([C:14](=[O:15])[c:16]3[cH:17][n:18]([CH2:25][CH2:26][CH2:27][C:28](=[O:29])[O:30][CH2:31][CH3:32])[c:19]4[cH:20][cH:21][cH:22][cH:23][c:24]34)[cH:33][cH:34]2)[cH:6][cH:7]1. The product is CCOC(=O)CCCn1cc(C(=O)c2ccc(OCc3ccc(C)cc3)c(OCCCN3CCN(c4ccccc4OC)CC3)c2)c2ccccc21. Reactants: O=C([O-])[O-], CCOC(=O)CCCn1cc(C(=O)c2ccc(OCc3ccc(C)cc3)c(OCCCCl)c2)c2ccccc21, COc1ccccc1N1CCNCC1, CN(C)C=O, [I-], [K+], [K+], [K+], O.